From a dataset of the Open Reaction Database (ORD), a public repository of structured organic reaction records. describe an organic reaction: reactants, conditions, products, and yield Starting materials: CC1=C(C=CC=2C(OCC21)=O)C(C=O)C (2-(4-methyl-1-oxo-1,3-dihydro-2-benzofuran-5-yl)propanal), C(=O)(OC(C)(C)C)N1CCNCC1 (Boc-piperazine), C(C)(=O)O[BH-](OC(C)=O)OC(C)=O.[Na+] (sodium triacetoxyborohydride). Run in C(Cl)Cl (DCM), C(Cl)Cl (DCM). Conditions: time 16 hour. The product is C(C)(C)(C)OC(=O)N1CCN(CC1)CC(C)C1=C(C2=C(C(OC2)=O)C=C1)C (tert-Butyl-4-[2-(4-methyl-1-oxo-1,3-dihydro-2-benzofuran-5-yl)propyl]piperazine-1-carboxylate). Reaction SMILES: [CH3:1][C:2]1[C:10]2[CH2:9][O:8][C:7](=[O:11])[C:6]=2[CH:5]=[CH:4][C:3]=1[CH:12]([CH3:15])[CH:13]=O.[C:16]([N:23]1[CH2:28][CH2:27][NH:26][CH2:25][CH2:24]1)([O:18][C:19]([CH3:22])([CH3:21])[CH3:20])=[O:17].C(O[BH-](OC(=O)C)OC(=O)C)(=O)C.[Na+]>C(Cl)Cl>[C:19]([O:18][C:16]([N:23]1[CH2:28][CH2:27][N:26]([CH2:13][CH:12]([C:3]2[CH:4]=[CH:5][C:6]3[C:7](=[O:11])[O:8][CH2:9][C:10]=3[C:2]=2[CH3:1])[CH3:15])[CH2:25][CH2:24]1)=[O:17])([CH3:22])([CH3:20])[CH3:21] |f:2.3|. Procedure: In a 100 mL round bottom flask, 2-(4-methyl-1-oxo-1,3-dihydro-2-benzofuran-5-yl)propanal (100 mg, 0.49 mmol, 1.0 eq) and Boc-piperazine (91 mg, 0.49 mmol, 1.0 eq) was dissolved in DCM (10 mL). To above solution was added sodium triacetoxyborohydride (208 mg, 0.98 mmol, 2.0 eq). The reaction was stirred at r.t. for 16 hr. The reaction was then diluted with DCM (10 mL), washed with aqueous bicarbonate, water and brine. The organic phase was dried over MgSO4, filtered and concentrated. The product ... The reactants are O.O.O.O.O.O.O.O.O.[S-2].[Na+].[Na+] (sodium sulfide nonahydrate), [N+](=O)([O-])C1=CC=2C(C3=CC(=CC=C3C2C=C1)[N+](=O)[O-])C1OCCO1 (2-(2,7-dinitro-9-fluorenyl)-1,3-dioxolane), CN(C=O)C (dimethylformamide). The solvent is C(Cl)Cl (methylene chloride). Conditions: time 0.5 hour. The product is SC1=CC=2C(C3=CC(=CC=C3C2C=C1)[N+](=O)[O-])C1OCCO1 (2-(2-mercapto-7-nitro-9-fluorenyl)-1,3-dioxolane). RXN SMILES: O.O.O.O.O.O.O.O.O.[S-2:10].[Na+].[Na+].[N+:13]([C:16]1[CH:28]=[CH:27][C:26]2[C:25]3[C:20](=[CH:21][C:22]([N+]([O-])=O)=[CH:23][CH:24]=3)[CH:19]([CH:32]3[O:36][CH2:35][CH2:34][O:33]3)[C:18]=2[CH:17]=1)([O-:15])=[O:14].CN(C)C=O>C(Cl)Cl>[SH:10][C:22]1[CH:23]=[CH:24][C:25]2[C:26]3[C:18](=[CH:17][C:16]([N+:13]([O-:15])=[O:14])=[CH:28][CH:27]=3)[CH:19]([CH:32]3[O:36][CH2:35][CH2:34][O:33]3)[C:20]=2[CH:21]=1 |f:0.1.2.3.4.5.6.7.8.9.10.11|. Procedure details: For a period of 0.5 hours, 10 parts of sodium sulfide nonahydrate was added to a solution of 6 parts of 2-(2,7-dinitro-9-fluorenyl)-1,3-dioxolane in 300 parts of dimethylformamide contained within a 1 liter flask at room temperature. The mixture was then stirred for 20 hours, diluted with 1000 parts of methylene chloride, and washed with water in the amount of 4 parts water: 1000 parts methylene chloride. Reactants: C(C)(C)C1=CC=C(C=C1)C1=NC2=C(N1CCOC)C(=CC(=C2)C(C2=NC=CC=C2)OS(=O)(=O)C)OC (methanesulfonic acid [2-(4-isopropyl-phenyl)-7-methoxy-1-(2-methoxy-ethyl)-1H-benzoimidazol-5-yl]-pyridin-2-yl-methyl ester), [H-].[H-].[H-].[H-].[Li+].[Al+3] (LiAlH4), [OH-].[Na+] (NaOH). Solvent: C1CCOC1 (THF). Reaction conditions: time 3 hour. Product: C(C)(C)C1=CC=C(C=C1)C1=NC2=C(N1CCOC)C(=CC(=C2)CC2=NC=CC=C2)OC (2-(4-Isopropyl-phenyl)-7-methoxy-1-(2-methoxy-ethyl)-5-pyridin-2-ylmethyl-1H-benzoimidazole). Isolated yield 19.6%. RXN SMILES: [CH:1]([C:4]1[CH:9]=[CH:8][C:7]([C:10]2[N:14]([CH2:15][CH2:16][O:17][CH3:18])[C:13]3[C:19]([O:35][CH3:36])=[CH:20][C:21]([CH:23](OS(C)(=O)=O)[C:24]4[CH:29]=[CH:28][CH:27]=[CH:26][N:25]=4)=[CH:22][C:12]=3[N:11]=2)=[CH:6][CH:5]=1)([CH3:3])[CH3:2].[H-].[H-].[H-].[H-].[Li+].[Al+3].[OH-].[Na+]>C1COCC1>[CH:1]([C:4]1[CH:5]=[CH:6][C:7]([C:10]2[N:14]([CH2:15][CH2:16][O:17][CH3:18])[C:13]3[C:19]([O:35][CH3:36])=[CH:20][C:21]([CH2:23][C:24]4[CH:29]=[CH:28][CH:27]=[CH:26][N:25]=4)=[CH:22][C:12]=3[N:11]=2)=[CH:8][CH:9]=1)([CH3:3])[CH3:2] |f:1.2.3.4.5.6,7.8|. Procedure details: To a solution of ca. 250 mg of methanesulfonic acid [2-(4-isopropyl-phenyl)-7-methoxy-1-(2-methoxy-ethyl)-1H-benzoimidazol-5-yl]-pyridin-2-yl-methyl ester in 7 ml THF, 50 mg LiAlH4 are added. The mixture is heated to reflux temperature and stirred for 3 h. After that the reaction mixture is allowed to cool to room temperature and 1N NaOH solution is added and this mixture is stirred for 30 min and filtered. The filtrate is extracted with ethyl acetate (3×). The combined organic layers are washed... Reactants: BrC=1C=CC(=NC1)C1(CCN(CC1)C(=O)OC(C)(C)C)O (tert-butyl 4-(5-bromopyridin-2-yl)-4-hydroxypiperidine-1-carboxylate), BrC=1C=CC(=NC1)C1(CCN(CC1)C(=O)OC(C)(C)C)O (tert-butyl 4-(5-bromopyridin-2-yl)-4-hydroxypiperidine-1-carboxylate), CN(C)C=O (DMF). Reagents/catalysts: [C-]#N.[Zn+2].[C-]#N (zinc cyanide), C=1C=CC(=CC1)[P](C=2C=CC=CC2)(C=3C=CC=CC3)[Pd]([P](C=4C=CC=CC4)(C=5C=CC=CC5)C=6C=CC=CC6)([P](C=7C=CC=CC7)(C=8C=CC=CC8)C=9C=CC=CC9)[P](C=1C=CC=CC1)(C=1C=CC=CC1)C=1C=CC=CC1 (Pd(PPh3)4). Reaction conditions: temperature 100 celsius, time 2 hour. Yields the product C(#N)C=1C=CC(=NC1)C1(CCN(CC1)C(=O)OC(C)(C)C)O (tert-Butyl 4-(5-cyanopyridin-2-yl)-4-hydroxypiperidine-1-carboxylate). Reaction SMILES: Br[C:2]1[CH:3]=[CH:4][C:5]([C:8]2([OH:21])[CH2:13][CH2:12][N:11]([C:14]([O:16][C:17]([CH3:20])([CH3:19])[CH3:18])=[O:15])[CH2:10][CH2:9]2)=[N:6][CH:7]=1.[CH3:22][N:23](C=O)C>[C-]#N.[Zn+2].[C-]#N.C1C=CC([P]([Pd]([P](C2C=CC=CC=2)(C2C=CC=CC=2)C2C=CC=CC=2)([P](C2C=CC=CC=2)(C2C=CC=CC=2)C2C=CC=CC=2)[P](C2C=CC=CC=2)(C2C=CC=CC=2)C2C=CC=CC=2)(C2C=CC=CC=2)C2C=CC=CC=2)=CC=1>[C:22]([C:2]1[CH:3]=[CH:4][C:5]([C:8]2([OH:21])[CH2:13][CH2:12][N:11]([C:14]([O:16][C:17]([CH3:20])([CH3:19])[CH3:18])=[O:15])[CH2:10][CH2:9]2)=[N:6][CH:7]=1)#[N:23] |f:2.3.4,^1:35,37,56,75|. Reported procedure: A mixture of tert-butyl 4-(5-bromopyridin-2-yl)-4-hydroxypiperidine-1-carboxylate (compound 26.1, 1 g, 2.80 mmol, 1.00 equiv), zinc cyanide (400 mg, 3.42 mmol, 1.22 equiv), Pd(PPh3)4 (200 mg, 0.17 mmol, 0.06 equiv) in DMF (50 mL) was stirred under nitrogen for 2 h at 100° C. After cooling to room temperature, the reaction was then quenched by careful addition of 300 mL of FeSO4 (aq., sat.) and diluted with ethyl acetate. The resulting mixture was stirred vigorously then filtered through celite a... Starting materials: OC(CS)CO (2,3-dihydroxypropanethiol), [H-].[Na+] (NaH), CN(C=NS(=O)(=O)C=1SC(=CC1)Br)C (N,N-dimethyl-N'-(5-bromothiophene-2-sulfonyl)formamidine). Reported procedure: A solution of 2,3-dihydroxypropanethiol (8.11 g, 0.075 mol) in DMF (10 ml) was added dropwise to a stirred mixture of NaH (3.45 g, 50% oil, 0.075 mol) and DMF (40 ml) under nitrogen. When gas evolution was complete, a solution of N,N-dimethyl-N'-(5-bromothiophene-2-sulfonyl)formamidine (14.85 g, 0.05 mol) in DMF (50 ml) was added rapidly and the resulting mixture was heated on the steam bath for one hour. After an additional 16 hours at ambient temperature, the reaction mixture was diluted with ... As a reaction SMILES: [OH:1][CH:2]([CH2:5][OH:6])[CH2:3][SH:4].[H-].[Na+].CN(C)C=[N:12][S:13]([C:16]1[S:17][C:18](Br)=[CH:19][CH:20]=1)(=[O:15])=[O:14]>CN(C=O)C.O>[OH:1][CH:2]([CH2:5][OH:6])[CH2:3][S:4][C:18]1[S:17][C:16]([S:13]([NH2:12])(=[O:15])=[O:14])=[CH:20][CH:19]=1 |f:1.2|. The product is OC(CSC1=CC=C(S1)S(=O)(=O)N)CO (5-(2,3-Dihydroxypropylthio)thiophene-2-sulfonamide). Conditions: time 16 hour. Run in CN(C)C=O (DMF), CN(C)C=O (DMF), CN(C)C=O (DMF), O (water).